This data is from the Open Reaction Database (ORD), a public repository of structured organic reaction records. The task is: describe an organic reaction: reactants, conditions, products, and yield Starting materials: [OH-].[Na+] (Sodium hydroxide), CC(C)OC1=C(C=C(C=N1)C1=NC(=NO1)C=1C=C2C=C(NC2=CC1)CCC(=O)OCC)OC (Ethyl 3-(5-{5-[6-[(1-methylethyl)oxy]-5-(methyloxy)-3-pyridinyl]-1,2,4-oxadiazol-3-yl}-1H-indol-2-yl)propanoate), Cl (HCl). The solvent is C1CCOC1 (THF), C(C)(C)O (isopropanol), O (water). Conditions: time 8 hour. The product is CC(C)OC1=C(C=C(C=N1)C1=NC(=NO1)C=1C=C2C=C(NC2=CC1)CCC(=O)O)OC (3-(5-{5-[6-[(1-methylethyl)oxy]-5-(methyloxy)-3-pyridinyl]-1,2,4-oxadiazol-3-yl}-1H-indol-2-yl)propanoic acid). The yield is 15.2%. RXN SMILES: [OH-].[Na+].[CH3:3][CH:4]([O:6][C:7]1[N:12]=[CH:11][C:10]([C:13]2[O:17][N:16]=[C:15]([C:18]3[CH:19]=[C:20]4[C:24](=[CH:25][CH:26]=3)[NH:23][C:22]([CH2:27][CH2:28][C:29]([O:31]CC)=[O:30])=[CH:21]4)[N:14]=2)=[CH:9][C:8]=1[O:34][CH3:35])[CH3:5].Cl>C1COCC1.C(O)(C)C.O>[CH3:5][CH:4]([O:6][C:7]1[N:12]=[CH:11][C:10]([C:13]2[O:17][N:16]=[C:15]([C:18]3[CH:19]=[C:20]4[C:24](=[CH:25][CH:26]=3)[NH:23][C:22]([CH2:27][CH2:28][C:29]([OH:31])=[O:30])=[CH:21]4)[N:14]=2)=[CH:9][C:8]=1[O:34][CH3:35])[CH3:3] |f:0.1|. Reported procedure: Sodium hydroxide (3 mg) was added to a solution of ethyl 3-(5-{5-[6-[(1-methylethyl)oxy]-5-(methyloxy)-3-pyridinyl]-1,2,4-oxadiazol-3-yl}-1H-indol-2-yl)propanoate (D118) (35 mg) in THF (5 mL), isopropanol (5 mL) and water (2.5 mL). The reaction mixture was stirred at room temperature overnight. The mixture was neutralized with 2 M HCl till pH ˜6.0. The crude product was purified by Mass Directed Auto Prep to afford 3-(5-{5-[6-[(1-methylethyl)oxy]-5-(methyloxy)-3-pyridinyl]-1,2,4-oxadiazol-3-yl}-... The reactants are BrC=1C=CC(=C(C(=O)O)C1)S (5-Bromo-2-mercaptobenzoic acid), C(#N)C1=NC=CC=C1 (2-cyanopyridine). The solvent is N1=CC=CC=C1 (pyridine). Yields the product BrC=1C=CC2=C(C(N=C(S2)C2=NC=CC=C2)=O)C1 (6-Bromo-2-(2-pyridyl)-4H-1,3-benzothiazine-4-one). The yield is 46.1%. Reaction SMILES: [Br:1][C:2]1[CH:3]=[CH:4][C:5]([SH:11])=[C:6]([CH:10]=1)[C:7]([OH:9])=O.[C:12]([C:14]1[CH:19]=[CH:18][CH:17]=[CH:16][N:15]=1)#[N:13]>N1C=CC=CC=1>[Br:1][C:2]1[CH:3]=[CH:4][C:5]2[S:11][C:12]([C:14]3[CH:19]=[CH:18][CH:17]=[CH:16][N:15]=3)=[N:13][C:7](=[O:9])[C:6]=2[CH:10]=1. Procedure details: 5-Bromo-2-mercaptobenzoic acid (4.10 g, 17.6 mmol), 2-cyanopyridine (1.70 g, 16.3 mmol) and pyridine (50.0 ml) were refluxed for 9 hrs as described in Example 9. After cooling, the precipitated crystals were collected and recrystallized from hexane-chlorobenzene to give the titled compound (2.40 g, 45%). The reactants are COC1=NC(=CC(=C1[N+](=O)[O-])NC(=O)C1=CC(=NO1)C(C)(C)C)C1=C(C=CC=C1)C(F)(F)F (3-tert-butyl-isoxazole-5-carboxylic acid [2-methoxy-3-nitro-6-(2-trifluoromethyl-phenyl)-pyridin-4-yl]-amide). Reagents/catalysts: [Fe] (iron). Solvent: CC(=O)O (AcOH). Conditions: temperature 100 celsius, time 10 minute. Product: C(C)(C)(C)C1=NOC(=C1)C1=NC2=C(C(=NC(=C2)C2=C(C=CC=C2)C(F)(F)F)OC)N1 (2-(3-tert-butyl-isoxazol-5-yl)-4-methoxy-6-(2-trifluoromethyl-phenyl)-3H-imidazo[4,5-c]-pyridine). RXN SMILES: [CH3:1][O:2][C:3]1[C:8]([N+:9]([O-])=O)=[C:7]([NH:12][C:13]([C:15]2[O:19][N:18]=[C:17]([C:20]([CH3:23])([CH3:22])[CH3:21])[CH:16]=2)=O)[CH:6]=[C:5]([C:24]2[CH:29]=[CH:28][CH:27]=[CH:26][C:25]=2[C:30]([F:33])([F:32])[F:31])[N:4]=1>CC(O)=O.[Fe]>[C:20]([C:17]1[CH:16]=[C:15]([C:13]2[NH:9][C:8]3[C:3]([O:2][CH3:1])=[N:4][C:5]([C:24]4[CH:29]=[CH:28][CH:27]=[CH:26][C:25]=4[C:30]([F:33])([F:32])[F:31])=[CH:6][C:7]=3[N:12]=2)[O:19][N:18]=1)([CH3:23])([CH3:22])[CH3:21]. Reported procedure: A solution of 3-tert-butyl-isoxazole-5-carboxylic acid [2-methoxy-3-nitro-6-(2-trifluoromethyl-phenyl)-pyridin-4-yl]-amide (110 mg, 0.237 mmol, prepared as described in STEP C above) in AcOH (5 mL) was treated with iron powder (66.1 mg, 1.18 mmol), and the mixture was heated to 100° C. for 3 h. The AcOH was removed in vacuo. The residue was taken up in saturated aqueous NaHCO3 (50 mL) and extracted twice with EtOAc (50 mL). The combined organic extracts were dried over MgSO4 and concentrated in ...